This data is from the Open Reaction Database (ORD), a public repository of structured organic reaction records. The task is: describe an organic reaction: reactants, conditions, products, and yield The reactants are C(C)OC(CN1C(C(C2=CC=CC=C12)(NC(=O)NC1=CC(=CC=C1)OC)CC(=O)O)=O)OCC ((RS)-1-(2,2-diethoxyethyl)-3-(hydroxycarbonylmethyl)-3-(N'-(3-methoxyphenyl)ureido)indolin-2-one), S(=O)(Cl)Cl (thionyl chloride), COC1=CC=C(N)C=C1 (4-methoxyaniline). The reagents and catalysts are CN(C1=CC=NC=C1)C (4-dimethylaminopyridine), CN(C1=CC=NC=C1)C (4-dimethylaminopyridine). Run in ClCCl (dichloromethane). Run at temperature 0 celsius, time 30 minute. Product: C(C)OC(CN1C(C(C2=CC=CC=C12)(NC(=O)NC1=CC(=CC=C1)OC)CC(=O)NC1=CC=C(C=C1)OC)=O)OCC ((RS)-1-(2,2-Diethoxyethyl)-3-((4-methoxyphenyl)aminocarbonylmethyl)-3-(N'-(3-methoxyphenyl)ureido)indolin-2-one). The yield is 88.0%. As a reaction SMILES: [CH2:1]([O:3][CH:4]([O:32][CH2:33][CH3:34])[CH2:5][N:6]1[C:14]2[C:9](=[CH:10][CH:11]=[CH:12][CH:13]=2)[C:8]([CH2:27][C:28]([OH:30])=O)([NH:15][C:16]([NH:18][C:19]2[CH:24]=[CH:23][CH:22]=[C:21]([O:25][CH3:26])[CH:20]=2)=[O:17])[C:7]1=[O:31])[CH3:2].S(Cl)(Cl)=O.[CH3:39][O:40][C:41]1[CH:47]=[CH:46][C:44]([NH2:45])=[CH:43][CH:42]=1>ClCCl.CN(C)C1C=CN=CC=1>[CH2:33]([O:32][CH:4]([O:3][CH2:1][CH3:2])[CH2:5][N:6]1[C:14]2[C:9](=[CH:10][CH:11]=[CH:12][CH:13]=2)[C:8]([CH2:27][C:28]([NH:45][C:44]2[CH:46]=[CH:47][C:41]([O:40][CH3:39])=[CH:42][CH:43]=2)=[O:30])([NH:15][C:16]([NH:18][C:19]2[CH:24]=[CH:23][CH:22]=[C:21]([O:25][CH3:26])[CH:20]=2)=[O:17])[C:7]1=[O:31])[CH3:34]. Reported procedure: (RS)-1-(2,2-diethoxyethyl)-3-(hydroxycarbonylmethyl)-3-(N'-(3-methoxyphenyl)ureido)indolin-2-one in 50 ml of dichloromethane were added successively 0.140 g of 4-dimethylaminopyridine and 0.090 ml of thionyl chloride at 0° C., followed by stirring at 0° C. for 30 minutes. To the mixture were further added 0.140 g of 4-dimethylaminopyridine and 0.190 g of 4-methoxyaniline at 0° C. The resulting mixture was stirred at room temperature for 1 hour, and then washed with an aqueous solution of sodium ... Starting materials: compound, CC1=C2C(CCC(C2=C(C=C1)[N+](=O)[O-])=O)N1C(C2=CC=CC=C2C1=O)=O (5-Methyl-8-nitro-4-(1,3-dioxoisoindoline-2-yl)-1-tetralone), FC1=C2C(CCC(C2=C(C=C1)[N+](=O)[O-])=O)N1C(C2=CC=CC=C2C1=O)=O (5-fluoro-8-nitro-4-(1,3-dioxoisoindoline-2-yl)-1-tetralone). Yields the product NC=1C=CC(=C2C(CCC(C12)=O)N1C(C2=CC=CC=C2C1=O)=O)C (8-Amino-5-methyl-4-(1,3-dioxoisoindoline-2-yl)-1-tetralone). As a reaction SMILES: [CH3:1][C:2]1[CH:11]=[CH:10][C:9]([N+:12]([O-])=O)=[C:8]2[C:3]=1[CH:4]([N:16]1[C:24](=[O:25])[C:23]3[C:18](=[CH:19][CH:20]=[CH:21][CH:22]=3)[C:17]1=[O:26])[CH2:5][CH2:6][C:7]2=[O:15].FC1C=CC([N+]([O-])=O)=C2C=1C(N1C(=O)C3C(=CC=CC=3)C1=O)CCC2=O>>[NH2:12][C:9]1[CH:10]=[CH:11][C:2]([CH3:1])=[C:3]2[C:8]=1[C:7](=[O:15])[CH2:6][CH2:5][CH:4]2[N:16]1[C:24](=[O:25])[C:23]2[C:18](=[CH:19][CH:20]=[CH:21][CH:22]=2)[C:17]1=[O:26]. Reported procedure: The reaction was carried out in the same manner as in Example 13-(10), except that 145 mg of the compound prepared in (2) above was used instead of 5-fluoro-8-nitro-4-(1,3-dioxoisoindoline-2-yl)-1-tetralone of Example 13-(10). The reaction product was post-treated to produce 75 mg of the title compound. The reactants are [OH-].[K+] (potassium hydroxide), CC1=NC(=NO1)CC(=O)NC1=C(C=C(C=C1Cl)Cl)Cl (2-(5-methyl-1,2,4-oxadiazol-3-yl)-2',4',6'-trichloroacetanilide), C(C)(=O)O (acetic acid). The solvent is C(C)O (ethanol). Run at time 15 minute. The product is C(C)(=O)NC1=NN(C(C1)=O)C1=C(C=C(C=C1Cl)Cl)Cl (3-acetamido-1-(2,4,6-trichlorophenyl)-2-pyrazolin-5-one), ClC1=C(N)C(=CC(=C1)Cl)Cl (2,4,6-trichloroaniline). The yield is 12.0%. Reaction SMILES: [OH-].[K+].[CH3:3][C:4]1[O:8][N:7]=[C:6]([CH2:9][C:10]([NH:12][C:13]2[C:18]([Cl:19])=[CH:17][C:16]([Cl:20])=[CH:15][C:14]=2[Cl:21])=[O:11])[N:5]=1.C(O)(=O)C>C(O)C>[C:4]([NH:5][C:6]1[CH2:9][C:10](=[O:11])[N:12]([C:13]2[C:18]([Cl:19])=[CH:17][C:16]([Cl:20])=[CH:15][C:14]=2[Cl:21])[N:7]=1)(=[O:8])[CH3:3].[Cl:19][C:18]1[CH:17]=[C:16]([Cl:20])[CH:15]=[C:14]([Cl:21])[C:13]=1[NH2:12] |f:0.1|. Procedure details: To a solution of 10 g of potassium hydroxide in 200 ml of anhydrous ethanol was added 20 g of 2-(5-methyl-1,2,4-oxadiazol-3-yl)-2',4',6'-trichloroacetanilide. The mixture was heated under reflux for 10 hours. After it cooled, the mixture was acidified with 20 ml of acetic acid and concentrated to almost dryness under reduced pressure. The residue was slurried in water, collected, and dried. The crude product was stirred with 200 ml of hexane for 15 min., and the hexane solution was separated in ... Reactants: FC(C(=O)[O-])(F)F (trifluoroacetate), N[C@@H](CC1=CC=CC=C1)[C@H]([C@@H](CCCC1=CC=CC=C1)O)O ((2S,3R,4R)-2-amino-1,7-diphenyl-heptane-3,4-diol), C(N)(=O)C=1C=C(C(=O)O)C=C(C1)C(N(CCC)CCC)=O (3-carbamoyl-5-dipropylcarbamoyl-benzoic acid), CCN(C(C)C)C(C)C (DIEA), amine. Yields the product C(C1=CC=CC=C1)[C@@H]([C@H]([C@@H](CCCC1=CC=CC=C1)O)O)NC(=O)C1=CC(=CC(=C1)C(=O)N)C(=O)N(CCC)CCC (N1-[(1S,2R,3R)-1-benzyl-2,3-dihydroxy-6-phenylhexyl]-N3 ,N3-dipropylbenzene-1,3,5-tricarboxamide). Reaction SMILES: FC(F)(F)C([O-])=O.[NH2:8][C@H:9]([C@@H:17]([OH:29])[C@H:18]([OH:28])[CH2:19][CH2:20][CH2:21][C:22]1[CH:27]=[CH:26][CH:25]=[CH:24][CH:23]=1)[CH2:10][C:11]1[CH:16]=[CH:15][CH:14]=[CH:13][CH:12]=1.[C:30]([C:33]1[CH:34]=[C:35]([CH:39]=[C:40]([C:42](=[O:50])[N:43]([CH2:47][CH2:48][CH3:49])[CH2:44][CH2:45][CH3:46])[CH:41]=1)[C:36](O)=[O:37])(=[O:32])[NH2:31].CCN(C(C)C)C(C)C>>[CH2:10]([C@H:9]([NH:8][C:36]([C:35]1[CH:34]=[C:33]([C:30]([NH2:31])=[O:32])[CH:41]=[C:40]([C:42]([N:43]([CH2:47][CH2:48][CH3:49])[CH2:44][CH2:45][CH3:46])=[O:50])[CH:39]=1)=[O:37])[C@@H:17]([OH:29])[C@H:18]([OH:28])[CH2:19][CH2:20][CH2:21][C:22]1[CH:27]=[CH:26][CH:25]=[CH:24][CH:23]=1)[C:11]1[CH:16]=[CH:15][CH:14]=[CH:13][CH:12]=1. Procedure: The trifluoroacetate salt of (2S,3R,4R)-2-amino-1,7-diphenyl-heptane-3,4-diol (0.1 mmol) was reacted with 3-carbamoyl-5-dipropylcarbamoyl-benzoic acid as described in method A (addition of an extra equivalent of DIEA to neutralize the amine salt) to give N1-[(1S,2R,3R)-1-benzyl-2,3-dihydroxy-6-phenylhexyl]-N3 ,N3-dipropylbenzene-1,3,5-tricarboxamide. MS (ESI+) for C34H43N3O5 m/z 574 (M+H)+. Starting materials: O=C1NC(=O)c2ccccc21, CN(C)C=O, ClC(Cl)=CCOc1cc(Cl)c(OCCCBr)c(Cl)c1, [K], O. The product is O=C1c2ccccc2C(=O)N1CCCOc1c(Cl)cc(OCC=C(Cl)Cl)cc1Cl. Reaction SMILES: [C:20]1(=[O:30])[c:21]2[c:22]([cH:26][cH:27][cH:28][cH:29]2)[C:23](=[O:25])[NH:24]1.[CH3:32][N:33]([CH3:34])[CH:35]=[O:36].[Cl:1][c:2]1[cH:3][c:4]([O:14][CH2:15][CH:16]=[C:17]([Cl:18])[Cl:19])[cH:5][c:6]([Cl:13])[c:7]1[O:8][CH2:9][CH2:10][CH2:11][Br:12].[K:31].[OH2:37]>>[Cl:1][c:2]1[cH:3][c:4]([O:14][CH2:15][CH:16]=[C:17]([Cl:18])[Cl:19])[cH:5][c:6]([Cl:13])[c:7]1[O:8][CH2:9][CH2:10][CH2:11][N:24]1[C:20](=[O:30])[c:21]2[c:22]([cH:26][cH:27][cH:28][cH:29]2)[C:23]1=[O:25]. The reactants are C(C)OC1=C(C(=C(C=C1)C1(CCC(CC1)C=C)O)F)F (1-(4-ethoxy-2,3-difluorophenyl)-4-vinylcyclohexanol), C1(=CC=C(C=C1)S(=O)(=O)O)C (p-toluenesulfonic acid), O (water), O (water). The solvent is C1(=CC=CC=C1)C (toluene), C1(=CC=CC=C1)C (toluene). The product is C(C)OC1=C(C(=C(C=C1)C1=CCC(CC1)C=C)F)F (1-ethoxy-2,3-difluoro-4-(4-vinylcyclohex-1-enyl)benzene). Isolated yield 14.9%. Reaction SMILES: [CH2:1]([O:3][C:4]1[CH:9]=[CH:8][C:7]([C:10]2(O)[CH2:15][CH2:14][CH:13]([CH:16]=[CH2:17])[CH2:12][CH2:11]2)=[C:6]([F:19])[C:5]=1[F:20])[CH3:2].C1(C)C=CC(S(O)(=O)=O)=CC=1.O>C1(C)C=CC=CC=1>[CH2:1]([O:3][C:4]1[CH:9]=[CH:8][C:7]([C:10]2[CH2:15][CH2:14][CH:13]([CH:16]=[CH2:17])[CH2:12][CH:11]=2)=[C:6]([F:19])[C:5]=1[F:20])[CH3:2]. Procedure: Eighth Step: 18.5 g of the compound (17), 0.4 g of p-toluenesulfonic acid and 60 mL of toluene were mixed, and the mixture was refluxed under heating for 1 hour while water distilled out was removed. After cooling the resulting reaction mixture to 25° C., 100 mL of water and 100 mL of toluene were added to and mixed with the reaction mixture. Thereafter, the mixture was separated into an organic layer and an aqueous layer by standing still, so as to attain extraction to the organic layer. The re... The reactants are C(C)(C)(C)OC(N(C)C1=CC=C(C=C1)O)=O ((4-Hydroxy-phenyl)-methyl-carbamic acid tert-butyl ester), BrCCCC(C)Br (1,4-dibromopentane). Yields the product C(C)(C)(C)OC(N(C)C1=CC=C(C=C1)OCCCCCBr)=O ([4-(5-Bromo-pentyloxy)-phenyl]-methyl-carbamic acid tert-butyl ester). Reaction SMILES: [C:1]([O:5][C:6](=[O:16])[N:7]([C:9]1[CH:14]=[CH:13][C:12]([OH:15])=[CH:11][CH:10]=1)[CH3:8])([CH3:4])([CH3:3])[CH3:2].[Br:17][CH2:18][CH2:19][CH2:20][CH:21](Br)[CH3:22]>>[C:1]([O:5][C:6](=[O:16])[N:7]([C:9]1[CH:10]=[CH:11][C:12]([O:15][CH2:22][CH2:21][CH2:20][CH2:19][CH2:18][Br:17])=[CH:13][CH:14]=1)[CH3:8])([CH3:4])([CH3:2])[CH3:3]. Reported procedure: In analogy to example 1.4, reaction of (4-Hydroxy-phenyl)-methyl-carbamic acid tert-butyl ester with 1,4-dibromopentane yielded [4-(5-Bromo-pentyloxy)-phenyl]-methyl-carbamic acid tert-butyl ester, MS: 372 (MH+, 1Br).